From a dataset of the Open Reaction Database (ORD), a public repository of structured organic reaction records. describe an organic reaction: reactants, conditions, products, and yield Reactants: O=C(SCCC(=O)N1C(C(=O)O)CCC1c1ccccc1)c1ccccc1, CO, N, O. The product is O=C(O)C1CCC(c2ccccc2)N1C(=O)CCS. As a reaction SMILES: [C:1](=[O:2])([c:3]1[cH:4][cH:5][cH:6][cH:7][cH:8]1)[S:9][CH2:10][CH2:11][C:12](=[O:13])[N:14]1[CH:15]([C:16](=[O:17])[OH:18])[CH2:19][CH2:20][CH:21]1[c:22]1[cH:23][cH:24][cH:25][cH:26][cH:27]1.[CH3:28][OH:29].[NH3:30].[OH2:31]>>[SH:9][CH2:10][CH2:11][C:12](=[O:13])[N:14]1[CH:15]([C:16](=[O:17])[OH:18])[CH2:19][CH2:20][CH:21]1[c:22]1[cH:23][cH:24][cH:25][cH:26][cH:27]1.